Task: describe an organic reaction: reactants, conditions, products, and yield. Dataset: the Open Reaction Database (ORD), a public repository of structured organic reaction records The solvent is CC(=O)C (acetone). Starting materials: C(C)(C)(C)OC(NCC1=NC=C(C2=CC(=CC(=C12)OC)OC)N)=O ((4-Amino-6,8-dimethoxy-isoquinolin-1-ylmethyl)carbamic acid tert-butyl ester), C(C1=CC=CC=C1)(=O)N=C=S (benzoylisothiocyanate). Yield: 47.6%. Procedure: (4-Amino-6,8-dimethoxy-isoquinolin-1-ylmethyl)carbamic acid tert-butyl ester (225 mg, 0.675 mmol) was taken up in 10 mL of dry acetone, and benzoylisothiocyanate (121 mg, 0.742 mmol) was added dropwise. The reaction was stirred at room temperature for 2 h, and was then concentrated to a yellow solid. This solid was triturated with 50% aqueous EtOH, filtered, and suspended in 10% NaOH (5.0 mL). The reaction mixture was placed in an oil bath that was pre-heated to 98° C. for 1 h, (the solid was di... As a reaction SMILES: [C:1]([O:5][C:6](=[O:24])[NH:7][CH2:8][C:9]1[C:18]2[C:13](=[CH:14][C:15]([O:21][CH3:22])=[CH:16][C:17]=2[O:19][CH3:20])[C:12]([NH2:23])=[CH:11][N:10]=1)([CH3:4])([CH3:3])[CH3:2].C([N:33]=[C:34]=[S:35])(=O)C1C=CC=CC=1>CC(C)=O>[C:1]([O:5][C:6](=[O:24])[NH:7][CH2:8][C:9]1[C:18]2[C:13](=[CH:14][C:15]([O:21][CH3:22])=[CH:16][C:17]=2[O:19][CH3:20])[C:12]([NH:23][C:34]([NH2:33])=[S:35])=[CH:11][N:10]=1)([CH3:4])([CH3:2])[CH3:3]. Product: C(C)(C)(C)OC(NCC1=NC=C(C2=CC(=CC(=C12)OC)OC)NC(=S)N)=O ((6,8-dimethoxy-4-thioureido-isoquinolin-1-ylmethyl)carbamic acid tert-butyl ester). Run at time 2 hour.